Dataset: the Open Reaction Database (ORD), a public repository of structured organic reaction records. Task: describe an organic reaction: reactants, conditions, products, and yield The reactants are O1C(COC2=C(C#N)C=CC=C2)C1 (2-[(2,3-epoxy)propoxy]benzonitrile), Cl (HCl), N1C=C(C2=CC=CC=C12)CC(C)(C)N (2-(3-indolyl)-1,1-dimethylethylamine), CC(CC1=CNC2=CC=CC=C12)(C)N(CC(COC1=C(C=CC=C1)C#N)O)CC(COC1=C(C=CC=C1)C#N)O (1,1'-[[1,1-dimethyl-2-(1H-indol-3yl)ethyl]imino]bis[3-(2-cyanophenoxy)-2-propanol]). The solvent is CC(C)O (i-PrOH), CCO (EtOH), CO (MeOH), CO (MeOH). Reaction conditions: time 18 hour. Product: Cl.OC(COC1=C(C#N)C=CC=C1)CNC(CC1=CNC2=CC=CC=C12)(C)C (2-[2-HYDROXY-3-[[2-(3-INDOLYL)-1,1-DIMETHYLETHYL]AMINO]PROPOXY]BENZONITRILE HYDROCHLORIDE). Reaction SMILES: O1CC1COC1C=CC=CC=1C#N.N1C2C(=CC=CC=2)C(CC(N)(C)C)=C1.[CH3:28][C:29]([N:41](CC(O)COC1C=CC=CC=1C#N)[CH2:42][CH:43]([OH:54])[CH2:44][O:45][C:46]1[CH:51]=[CH:50][CH:49]=[CH:48][C:47]=1[C:52]#[N:53])([CH3:40])[CH2:30][C:31]1[C:39]2[C:34](=[CH:35][CH:36]=[CH:37][CH:38]=2)[NH:33][CH:32]=1.[ClH:68]>CC(O)C.CO.CCO>[ClH:68].[OH:54][CH:43]([CH2:42][NH:41][C:29]([CH3:40])([CH3:28])[CH2:30][C:31]1[C:39]2[C:34](=[CH:35][CH:36]=[CH:37][CH:38]=2)[NH:33][CH:32]=1)[CH2:44][O:45][C:46]1[CH:51]=[CH:50][CH:49]=[CH:48][C:47]=1[C:52]#[N:53] |f:7.8|. Reported procedure: A solution of 2-[(2,3-epoxy)propoxy]benzonitrile (18.3 g., 0.10 mole) and 2-(3-indolyl)-1,1-dimethylethylamine (15.2 g., 0.08 mole), in 500 ml. of abs. EtOH was stirred at reflux overnight. After concentration of the reaction mixture to approximately 200 ml. and seeding, crude product began to precipitate. The mixture was then cooled and the precipitate separated by filtration to give 24.8 g. of the free base form of the product, white solid, m.p. 120°-123°. The crude solid was dissolved in 400 ...